This data is from the Open Reaction Database (ORD), a public repository of structured organic reaction records. The task is: describe an organic reaction: reactants, conditions, products, and yield Reactants: ClCCl, CC1(C)C(C#CC(=O)O)C1C(=O)OC(C#N)c1cccc(Oc2ccccc2)c1, C=CC(C)(C)O, CN(C)c1ccncc1. The product is C=CC(C)(C)OC(=O)C#CC1C(C(=O)OC(C#N)c2cccc(Oc3ccccc3)c2)C1(C)C. Reaction SMILES: [CH2:45]([Cl:46])[Cl:47].[CH3:1][C:2]1([CH3:29])[CH:3]([C:10](=[O:11])[O:12][CH:13]([c:14]2[cH:15][c:16]([O:20][c:21]3[cH:22][cH:23][cH:24][cH:25][cH:26]3)[cH:17][cH:18][cH:19]2)[C:27]#[N:28])[CH:4]1[C:5]#[C:6][C:7](=[O:8])[OH:9].[CH3:30][C:31]([CH3:32])([CH:33]=[CH2:34])[OH:35].[CH3:36][N:37]([CH3:38])[c:39]1[cH:40][cH:41][n:42][cH:43][cH:44]1>>[CH3:1][C:2]1([CH3:29])[CH:3]([C:10](=[O:11])[O:12][CH:13]([c:14]2[cH:15][c:16]([O:20][c:21]3[cH:22][cH:23][cH:24][cH:25][cH:26]3)[cH:17][cH:18][cH:19]2)[C:27]#[N:28])[CH:4]1[C:5]#[C:6][C:7](=[O:8])[O:9][C:31]([CH3:30])([CH3:32])[CH:33]=[CH2:34].